From a dataset of the Open Reaction Database (ORD), a public repository of structured organic reaction records. describe an organic reaction: reactants, conditions, products, and yield Starting materials: C=CCI, C1CCOC1, CN(C)P(=O)(N(C)C)N(C)C, COC(=O)C1CCOCC1. The product is C=CCC1(C(=O)OC)CCOCC1. As a reaction SMILES: [CH2:22]([CH:23]=[CH2:24])[I:25].[CH2:26]1[O:27][CH2:28][CH2:29][CH2:30]1.[CH3:11][N:12]([CH3:13])[P:14]([N:15]([CH3:16])[CH3:17])([N:18]([CH3:19])[CH3:20])=[O:21].[CH3:1][O:2][C:3](=[O:4])[CH:5]1[CH2:6][CH2:7][O:8][CH2:9][CH2:10]1>>[CH3:1][O:2][C:3](=[O:4])[C:5]1([CH2:24][CH:23]=[CH2:22])[CH2:6][CH2:7][O:8][CH2:9][CH2:10]1. The reactants are CCc1csc(OB([O-])[O-])c1, CN1CCC(C(=O)Nc2ccc(CN(C)C3CCOCC3)cc2)=Cc2cc(Br)ccc21, O=C([O-])[O-], CCO, CCOC(C)=O, [K+], [K+], O, Cc1ccccc1. Product: CCc1csc(-c2ccc3c(c2)C=C(C(=O)Nc2ccc(CN(C)C4CCOCC4)cc2)CCN3C)c1. RXN SMILES: [B:1]([O-:2])([O-:10])[O:11][c:3]1[s:4][cH:5][c:6]([CH2:8][CH3:9])[cH:7]1.[Br:12][c:13]1[cH:14][cH:15][c:16]2[c:17]([cH:42]1)[CH:18]=[C:19]([C:24](=[O:25])[NH:26][c:27]1[cH:28][cH:29][c:30]([CH2:33][N:34]([CH:35]3[CH2:36][CH2:37][O:38][CH2:39][CH2:40]3)[CH3:41])[cH:31][cH:32]1)[CH2:20][CH2:21][N:22]2[CH3:23].[C:43](=[O:44])([O-:45])[O-:46].[CH2:56]([OH:57])[CH3:58].[CH3:60][CH2:61][O:62][C:63](=[O:64])[CH3:65].[K+:47].[K+:48].[OH2:59].[c:49]1([CH3:50])[cH:51][cH:52][cH:53][cH:54][cH:55]1>>[c:3]1(-[c:13]2[cH:14][cH:15][c:16]3[c:17]([cH:42]2)[CH:18]=[C:19]([C:24](=[O:25])[NH:26][c:27]2[cH:28][cH:29][c:30]([CH2:33][N:34]([CH:35]4[CH2:36][CH2:37][O:38][CH2:39][CH2:40]4)[CH3:41])[cH:31][cH:32]2)[CH2:20][CH2:21][N:22]3[CH3:23])[s:4][cH:5][c:6]([CH2:8][CH3:9])[cH:7]1. The reactants are C(=O)C=1N(C=CC1)C=1C=C(C(=O)OC)C=CC1 (Methyl 3-(2-formylpyrrol-1-yl)benzoate), Cl.NO (hydroxylamine hydrochloride), C[O-].[Na+] (sodium methoxide). Solvent: CO (methanol). Run at time 4 hour. The product is O\N=C\C=1N(C=CC1)C=1C=C(C(=O)OC)C=CC1 (methyl 3-[(E)-2-hydroxyiminomethylpyrrol-1-yl]benzoate). The yield is 15.2%. As a reaction SMILES: [CH:1]([C:3]1[N:4]([C:8]2[CH:9]=[C:10]([CH:15]=[CH:16][CH:17]=2)[C:11]([O:13][CH3:14])=[O:12])[CH:5]=[CH:6][CH:7]=1)=O.Cl.[NH2:19][OH:20].C[O-].[Na+]>CO>[OH:20]/[N:19]=[CH:1]/[C:3]1[N:4]([C:8]2[CH:9]=[C:10]([CH:15]=[CH:16][CH:17]=2)[C:11]([O:13][CH3:14])=[O:12])[CH:5]=[CH:6][CH:7]=1 |f:1.2,3.4|. Procedure: Methyl 3-(2-formylpyrrol-1-yl)benzoate (5.0 g) was added to a mixture of hydroxylamine hydrochloride (1.5 g) and 28% methanolic sodium methoxide (4.2 g) in methanol (50 ml) and the mixture was stirred for 4 hours at ambient temperature. The solvent was removed by concentration and the residue was dissolved in a mixture of ethyl acetate and water. The mixture was adjusted to pH 2 with 6N-hydrochloric acid. The separated organic layer was washed with brine, dried over magnesium sulfate and evapora... Reactants: C(C)OC(=O)C=1OC2=C(C(C1)=O)C=C(C=C2C(C)(C)C)C(C)(C)C (6,8-di-t-butyl-4-oxo-4H-1-benzopyran-2-carboxylic acid ethyl ester), [OH-].[Na+] (sodium hydroxide). The solvent is C(C)O (ethanol). Reaction conditions: time 1 hour. Product: [Na+].C(C)(C)(C)C=1C=C(C2=C(C(C=C(O2)C(=O)[O-])=O)C1)C(C)(C)C (6,8-di-t-butyl-4-oxo-4H-1-benzopyran-2-carboxylic acid sodium salt). As a reaction SMILES: C([O:3][C:4]([C:6]1[O:7][C:8]2[C:16]([C:17]([CH3:20])([CH3:19])[CH3:18])=[CH:15][C:14]([C:21]([CH3:24])([CH3:23])[CH3:22])=[CH:13][C:9]=2[C:10](=[O:12])[CH:11]=1)=[O:5])C.[OH-].[Na+:26]>C(O)C>[Na+:26].[C:21]([C:14]1[CH:15]=[C:16]([C:17]([CH3:20])([CH3:19])[CH3:18])[C:8]2[O:7][C:6]([C:4]([O-:5])=[O:3])=[CH:11][C:10](=[O:12])[C:9]=2[CH:13]=1)([CH3:24])([CH3:23])[CH3:22] |f:1.2,4.5|. Reported procedure: To a chilled solution of 1.02 parts of 6,8-di-t-butyl-4-oxo-4H-1-benzopyran-2-carboxylic acid ethyl ester in 100 parts of ethanol was added 3.1 parts of N sodium hydroxide solution. After the solution had been stirred at room temperature for one hour the solvent was evaporated and the remaining solid was triturated with ether and filtered off to yield 0.93 parts of 6,8-di-t-butyl-4-oxo-4H-1-benzopyran-2-carboxylic acid sodium salt.